The task is: describe an organic reaction: reactants, conditions, products, and yield. This data is from the Open Reaction Database (ORD), a public repository of structured organic reaction records. The reactants are ClCCC(=O)C1=CC=CC=C1 (β-chloropropiophenone), C(C)(=O)[O-].[Na+] (sodium acetate), S1CNCC1 (thiazolidine). Solvent: C(C)O (ethanol). Run at temperature 25 celsius, time 8 hour. The product is C1(=CC=CC=C1)C(CCN1CSCC1)=O (1-phenyl-3-(3-thiazolidinyl)propan-1-one). Yield: 99.4%. RXN SMILES: Cl[CH2:2][CH2:3][C:4]([C:6]1[CH:11]=[CH:10][CH:9]=[CH:8][CH:7]=1)=[O:5].C([O-])(=O)C.[Na+].[S:17]1[CH2:21][CH2:20][NH:19][CH2:18]1>C(O)C>[C:6]1([C:4](=[O:5])[CH2:3][CH2:2][N:19]2[CH2:20][CH2:21][S:17][CH2:18]2)[CH:11]=[CH:10][CH:9]=[CH:8][CH:7]=1 |f:1.2|. Procedure: A solution containing 8.43 g (0.05 mol) of β-chloropropiophenone, 4.10 g (0.05 mol) of anhydrous sodium acetate and 4.01 g (0.045 mol) of thiazolidine in 30 ml of ethanol is stirred at 25° C. for 8 hours. After filtering off the precipitate and evaporating the solvent from the solution, the oily yellowish residue weighing 9.3 g is converted to the hydrochloride in a mixture of acetone and ether in the usual way to give 9.9 g of product. After recrystallization from methanol, the hydrochloride of... The reactants are CC1(OC[C@@H](O1)[C@@H](CSC)NCC1=CNC2=C1N=CN=C2O)C (7-(((S)-1-((S)-2,2-dimethyl-1,3-dioxolan-4-yl)-2-(methylthio)ethylamino)methyl)-5H-pyrrolo[3,2-d]pyrimidin-4-ol), Cl (hydrogen chloride). Solvent: CO (methanol). Product: O[C@@H]([C@@H](CSC)NCC1=CNC2=C1N=CNC2=O)CO (7-(((2S,3S)-3,4-dihydroxy-1-(methylthio)butan-2-ylamino)methyl)-3H-pyrrolo[3,2-d]pyrimidin-4(5H)-one). Yield: 73.3%. As a reaction SMILES: CC1(C)[O:6][C@@H:5]([C@H:7]([NH:11][CH2:12][C:13]2[C:17]3[N:18]=[CH:19][N:20]=[C:21]([OH:22])[C:16]=3[NH:15][CH:14]=2)[CH2:8][S:9][CH3:10])[CH2:4][O:3]1.Cl>CO>[OH:6][C@H:5]([CH2:4][OH:3])[C@H:7]([NH:11][CH2:12][C:13]1[C:17]2[N:18]=[CH:19][NH:20][C:21](=[O:22])[C:16]=2[NH:15][CH:14]=1)[CH2:8][S:9][CH3:10]. Procedure details: The product from Example 26.6 (0.055 g, 0.16 mmol) was stirred in a 1% hydrogen chloride solution in methanol (10 ml) for 1.5 h at ambient temperature. The reaction mixture was neutralised with Amberlyst A-21 ion exchange resin. The resin was filtered and the reaction solution concentrated. The residue was chromatographed (methanol [3.5N ammonia solution]-DCM, 1:4) giving a white solid (0.035 g, 72%). 1H NMR (CD3OD) δ ppm 7.98 (s, 1H), 7.60 (s, 1H), 4.44 (ABq, 2H), 3.97 (q, J=3.8 Hz, 1H), 3.76 (... Reactants: COC(C(C(C)=O)CC(=O)C1=C(C=CC(=C1)OC)OC)=O ([2-(2,5-Dimethoxy-phenyl)-2-oxo-ethyl]-3-oxo-butyric acid methyl ester), C1(CCCCC1)CN (cyclohexanemethylamine), C1(=CC=C(C=C1)S(=O)(=O)O)C (p-toluene sulfonic acid). Solvent: CO (methanol). Yields the product COC(=O)C1=C(N(C(=C1)C1=C(C=CC(=C1)OC)OC)CC1CCCCC1)C (1-cyclohexylmethyl-5-(2,5-dimethoxy-phenyl)-2-methyl-1H-pyrrole-3-carboxylic acid methyl ester). As a reaction SMILES: [CH3:1][O:2][C:3](=[O:21])[CH:4]([CH2:8][C:9]([C:11]1[CH:16]=[C:15]([O:17][CH3:18])[CH:14]=[CH:13][C:12]=1[O:19][CH3:20])=O)[C:5](=O)[CH3:6].[CH:22]1([CH2:28][NH2:29])[CH2:27][CH2:26][CH2:25][CH2:24][CH2:23]1.C1(C)C=CC(S(O)(=O)=O)=CC=1>CO>[CH3:1][O:2][C:3]([C:4]1[CH:8]=[C:9]([C:11]2[CH:16]=[C:15]([O:17][CH3:18])[CH:14]=[CH:13][C:12]=2[O:19][CH3:20])[N:29]([CH2:28][CH:22]2[CH2:27][CH2:26][CH2:25][CH2:24][CH2:23]2)[C:5]=1[CH3:6])=[O:21]. Procedure details: To a solution of 2 g of -[2-(2,5-Dimethoxy-phenyl)-2-oxo-ethyl]-3-oxo-butyric acid methyl ester in methanol was added 0.88 ml of cyclohexanemethylamine and 40 mg of p-toluene sulfonic acid. The reaction mixture was then heated at reflux for 2 days. After such time the reaction mixture was allowed to cool to room temperature before being concentrated in vacuo and purified by column chromatography to give 2.3 g of the title compound; MS (ISP) 372.2 (M+H)+. Starting materials: CS(=O)(=O)OCC(F)(F)F, CN(C)C=O, O=C(c1cc2cc(C(=O)N3CCCC3CN3CCCC3)ccc2[nH]1)N1CCC(F)(F)CC1, [H-], [Na+]. Product: O=C(c1cc2cc(C(=O)N3CCCC3CN3CCCC3)ccc2n1CC(F)(F)F)N1CCC(F)(F)CC1. Reaction SMILES: [CH3:35][S:36]([O:37][CH2:40][C:41]([F:42])([F:43])[F:44])(=[O:38])=[O:39].[CH3:45][N:46]([CH3:47])[CH:48]=[O:49].[F:1][C:2]1([F:32])[CH2:3][CH2:4][N:5]([C:8](=[O:9])[c:10]2[nH:11][c:12]3[cH:13][cH:14][c:15]([C:19](=[O:20])[N:21]4[CH:22]([CH2:26][N:27]5[CH2:28][CH2:29][CH2:30][CH2:31]5)[CH2:23][CH2:24][CH2:25]4)[cH:16][c:17]3[cH:18]2)[CH2:6][CH2:7]1.[H-:33].[Na+:34]>>[F:1][C:2]1([F:32])[CH2:3][CH2:4][N:5]([C:8](=[O:9])[c:10]2[n:11]([CH2:40][C:41]([F:42])([F:43])[F:44])[c:12]3[cH:13][cH:14][c:15]([C:19](=[O:20])[N:21]4[CH:22]([CH2:26][N:27]5[CH2:28][CH2:29][CH2:30][CH2:31]5)[CH2:23][CH2:24][CH2:25]4)[cH:16][c:17]3[cH:18]2)[CH2:6][CH2:7]1. Starting materials: CC(=O)[CH-]C(C)=O, C1CCOC1, CN1CCCC1=O, [Cl-], Nc1ccc(Oc2nccnc2Cl)cc1, [Fe+3], [Mg+]C1CCOCC1. Yields the product Nc1ccc(Oc2nccnc2C2CCOCC2)cc1. As a reaction SMILES: [CH-:37]([C:38](=[O:39])[CH3:40])[C:41](=[O:42])[CH3:43].[CH2:24]1[O:25][CH2:26][CH2:27][CH2:28]1.[CH3:29][N:30]1[CH2:31][CH2:32][CH2:33][C:34]1=[O:35].[Cl-:16].[Cl:1][c:2]1[c:3]([O:8][c:9]2[cH:10][cH:11][c:12]([NH2:13])[cH:14][cH:15]2)[n:4][cH:5][cH:6][n:7]1.[Fe+3:36].[O:17]1[CH2:18][CH2:19][CH:20]([Mg+:23])[CH2:21][CH2:22]1>>[c:2]1([CH:20]2[CH2:19][CH2:18][O:17][CH2:22][CH2:21]2)[c:3]([O:8][c:9]2[cH:10][cH:11][c:12]([NH2:13])[cH:14][cH:15]2)[n:4][cH:5][cH:6][n:7]1. Starting materials: FC1=C(C=C(C=C1OC)C=1OC=CC1)OC (2-(4-fluoro-3,5-dimethoxyphenyl)furan), CON(C(C(C1=CC=C(C=C1)N1CCOCC1)OC)=O)C (N,2-dimethoxy-N-methyl-2-(4-morpholinophenyl)acetamide). Procedure: 1-(5-(4-Fluoro-3,5-dimethoxyphenyl)furan-2-yl)-2-methoxy-2-(4-morpholinophenyl)ethanone was prepared from 2-(4-fluoro-3,5-dimethoxyphenyl)furan and N,2-dimethoxy-N-methyl-2-(4-morpholinophenyl)acetamide according to the procedure used in Example 30. Purification by chromatography (60% EtOAc/hexanes) gave the product as a pale yellow solid (0.072 g, 16% yield). MS: m/z 456.4 [M+H]+. RXN SMILES: [F:1][C:2]1[C:7]([O:8][CH3:9])=[CH:6][C:5]([C:10]2[O:11][CH:12]=[CH:13][CH:14]=2)=[CH:4][C:3]=1[O:15][CH3:16].CON(C)[C:20](=[O:36])[CH:21]([O:34][CH3:35])[C:22]1[CH:27]=[CH:26][C:25]([N:28]2[CH2:33][CH2:32][O:31][CH2:30][CH2:29]2)=[CH:24][CH:23]=1>>[F:1][C:2]1[C:7]([O:8][CH3:9])=[CH:6][C:5]([C:10]2[O:11][C:12]([C:20](=[O:36])[CH:21]([O:34][CH3:35])[C:22]3[CH:23]=[CH:24][C:25]([N:28]4[CH2:29][CH2:30][O:31][CH2:32][CH2:33]4)=[CH:26][CH:27]=3)=[CH:13][CH:14]=2)=[CH:4][C:3]=1[O:15][CH3:16]. The yield is 16.0%. Product: FC1=C(C=C(C=C1OC)C1=CC=C(O1)C(C(C1=CC=C(C=C1)N1CCOCC1)OC)=O)OC (1-(5-(4-Fluoro-3,5-dimethoxyphenyl)furan-2-yl)-2-methoxy-2-(4-morpholinophenyl)ethanone), product. Starting materials: CCC(CC)n1c(C=O)cc2cnc(Cl)nc21, CN(C)C=O. Product: CCC(CC)n1c(C(=O)O)cc2cnc(Cl)nc21. As a reaction SMILES: [Cl:1][c:2]1[n:3][cH:4][c:5]2[c:6]([n:7]1)[n:8]([CH:13]([CH2:14][CH3:15])[CH2:16][CH3:17])[c:9]([CH:11]=[O:12])[cH:10]2.[O:18]=[CH:19][N:20]([CH3:21])[CH3:22]>>[Cl:1][c:2]1[n:3][cH:4][c:5]2[c:6]([n:7]1)[n:8]([CH:13]([CH2:14][CH3:15])[CH2:16][CH3:17])[c:9]([C:11](=[O:12])[OH:18])[cH:10]2. Starting materials: ClC1=C(C(=CC(=C1)[N+](=O)[O-])Cl)O (2,6-dichloro-4-nitro-phenol), N12CCN(CC1)CC2 (1,4-diazabicyclo[2.2.2]octane), CN(C(=S)Cl)C (dimethylthiocarbamoyl chloride). Solvent: CN(C=O)C (N,N-dimethylformamide), C(C)(=O)OCC (ethyl acetate). Conditions: temperature 25 celsius, time 18 hour. Product: petroleum ether ethyl acetate, ClC1=C(C(=CC(=C1)[N+](=O)[O-])Cl)OC(N(C)C)=S (Dimethyl-thiocarbamic acid O-(2,6-dichloro-4-nitro-phenyl)ester). The yield is 75.3%. RXN SMILES: [Cl:1][C:2]1[CH:7]=[C:6]([N+:8]([O-:10])=[O:9])[CH:5]=[C:4]([Cl:11])[C:3]=1[OH:12].N12CCN(CC1)CC2.[CH3:21][N:22]([CH3:26])[C:23](Cl)=[S:24]>CN(C)C=O.C(OCC)(=O)C>[Cl:1][C:2]1[CH:7]=[C:6]([N+:8]([O-:10])=[O:9])[CH:5]=[C:4]([Cl:11])[C:3]=1[O:12][C:23](=[S:24])[N:22]([CH3:26])[CH3:21]. Reported procedure: A solution of 2,6-dichloro-4-nitro-phenol (3.0 g, 14.4 mmol) in N,N-dimethylformamide (70 mL) at 25° C. was treated with 1,4-diazabicyclo[2.2.2]octane (3.16 mL, 28.8 mmol) and dimethylthiocarbamoyl chloride (2.85 g, 23.04 mmol). The reaction was stirred at 25° C. for 18 h. At this time, the reaction was diluted with ethyl acetate (250 mL) and was then washed with a 1N aqueous hydrochloric acid solution (1×125 mL), water (1×125 mL), and a saturated aqueous sodium chloride solution (1×125 mL), dri... Conditions: time 8 hour. The reactants are C(C=C)(=O)OCCCCCCOC1=CC=C(C=C1)OC(=O)C1=C(C(=O)O)C=C(C=C1)C(=O)OC1=CC=C(C=C1)OCCCCCCOC(C=C)=O (2,5-bis(4-[6-acryloyloxyhexyloxy]phenylcarboxy)benzoic acid), NC1=C(C=C(C(=C1)O[C@@H](C)CCCCCC)[N+](=O)[O-])C1=CC=C(C(=O)OC2=CC=C(C=C2)CO)C=C1 (4-[4-(2-amino-5-nitro-4-[(S)-2-octyloxy]-phenyl)benzoyloxy]phenylmethanol), O (water). The product is C(C=C)(=O)OCCCCCCOC1=CC=C(C=C1)OC(=O)C1=C(C(=O)OCC2=CC=C(C=C2)OC(C2=CC=C(C=C2)C2=C(C=C(C(=C2)[N+](=O)[O-])O[C@@H](C)CCCCCC)N)=O)C=C(C=C1)C(=O)OC1=CC=C(C=C1)OCCCCCCOC(C=C)=O ((4-[4-(2-amino-5-nitro-4-[(S)-2-octyloxy]phenyl)benzoyloxy]phenyl)-methyl 2,5-bis(4-[6-acryloyloxyhexyloxy]phenylcarboxy)benzoate). Isolated yield 41.8%. Reaction SMILES: [C:1]([O:5][CH2:6][CH2:7][CH2:8][CH2:9][CH2:10][CH2:11][O:12][C:13]1[CH:18]=[CH:17][C:16]([O:19][C:20]([C:22]2[CH:30]=[CH:29][C:28]([C:31]([O:33][C:34]3[CH:39]=[CH:38][C:37]([O:40][CH2:41][CH2:42][CH2:43][CH2:44][CH2:45][CH2:46][O:47][C:48](=[O:51])[CH:49]=[CH2:50])=[CH:36][CH:35]=3)=[O:32])=[CH:27][C:23]=2[C:24]([OH:26])=[O:25])=[O:21])=[CH:15][CH:14]=1)(=[O:4])[CH:2]=[CH2:3].[NH2:52][C:53]1[CH:58]=[C:57]([O:59][C@H:60]([CH2:62][CH2:63][CH2:64][CH2:65][CH2:66][CH3:67])[CH3:61])[C:56]([N+:68]([O-:70])=[O:69])=[CH:55][C:54]=1[C:71]1[CH:87]=[CH:86][C:74]([C:75]([O:77][C:78]2[CH:83]=[CH:82][C:81]([CH2:84]O)=[CH:80][CH:79]=2)=[O:76])=[CH:73][CH:72]=1.O>CN(C)C1C=CN=CC=1.ClCCl>[C:1]([O:5][CH2:6][CH2:7][CH2:8][CH2:9][CH2:10][CH2:11][O:12][C:13]1[CH:14]=[CH:15][C:16]([O:19][C:20]([C:22]2[CH:30]=[CH:29][C:28]([C:31]([O:33][C:34]3[CH:35]=[CH:36][C:37]([O:40][CH2:41][CH2:42][CH2:43][CH2:44][CH2:45][CH2:46][O:47][C:48](=[O:51])[CH:49]=[CH2:50])=[CH:38][CH:39]=3)=[O:32])=[CH:27][C:23]=2[C:24]([O:26][CH2:84][C:81]2[CH:82]=[CH:83][C:78]([O:77][C:75](=[O:76])[C:74]3[CH:73]=[CH:72][C:71]([C:54]4[CH:55]=[C:56]([N+:68]([O-:70])=[O:69])[C:57]([O:59][C@H:60]([CH2:62][CH2:63][CH2:64][CH2:65][CH2:66][CH3:67])[CH3:61])=[CH:58][C:53]=4[NH2:52])=[CH:87][CH:86]=3)=[CH:79][CH:80]=2)=[O:25])=[O:21])=[CH:17][CH:18]=1)(=[O:4])[CH:2]=[CH2:3]. The solvent is ClCCl (dichloromethane). Procedure details: 0.2 g of N,N'-dicyclodicyclohexylcarbodiimide was added at room temperature while stirring to a solution of 0.6 g of 2,5-bis(4-[6-acryloyloxyhexyloxy]phenylcarboxy)benzoic acid, 0.4 g of 4-[4-(2-amino-5-nitro-4-[(S)-2-octyloxy]-phenyl)benzoyloxy]phenylmethanol and 0.04 g of 4-dimethylaminopyridine in 20 ml of dichloromethane. The reaction mixture was stirred at room temperature overnight, poured into 100 ml of water and then extracted three times with 50 ml of dichloromethane each time. The orga... Reagents/catalysts: CN(C1=CC=NC=C1)C (4-dimethylaminopyridine). Reactants: CC(C)(C)OC(=O)CCNC(=O)Nc1c(C(=O)Nc2ccc(Cl)cn2)oc2ccccc12, O=C(O)C(F)(F)F. Yields the product O=C(O)CCNC(=O)Nc1c(C(=O)Nc2ccc(Cl)cn2)oc2ccccc12. RXN SMILES: [C:1]([CH3:2])([CH3:3])([CH3:4])[O:5][C:6]([CH2:7][CH2:8][NH:9][C:10](=[O:11])[NH:12][c:13]1[c:14]([C:22](=[O:23])[NH:24][c:25]2[n:26][cH:27][c:28]([Cl:31])[cH:29][cH:30]2)[o:15][c:16]2[c:17]1[cH:18][cH:19][cH:20][cH:21]2)=[O:32].[OH:33][C:34]([C:35]([F:36])([F:37])[F:38])=[O:39]>>[O:5]=[C:6]([CH2:7][CH2:8][NH:9][C:10](=[O:11])[NH:12][c:13]1[c:14]([C:22](=[O:23])[NH:24][c:25]2[n:26][cH:27][c:28]([Cl:31])[cH:29][cH:30]2)[o:15][c:16]2[c:17]1[cH:18][cH:19][cH:20][cH:21]2)[OH:32].